This data is from the Open Reaction Database (ORD), a public repository of structured organic reaction records. The task is: describe an organic reaction: reactants, conditions, products, and yield Starting materials: C(C)(C)N(C(C)C)CC (N,N-diisopropylethylamine), COCCl (chloromethyl methyl ether), OC(C(C)=O)(C)C (3-hydroxy-3-methyl-2-butanone). The solvent is ClCCl (dichloromethane), ClCCl (dichloromethane). Run at time 8 hour. The product is COCOC(C(C)=O)(C)C (3-methoxymethoxy-3-methyl-2-butanone). As a reaction SMILES: C(N(CC)C(C)C)(C)C.[CH3:10][O:11][CH2:12]Cl.[OH:14][C:15]([CH3:20])([CH3:19])[C:16](=[O:18])[CH3:17]>ClCCl>[CH3:10][O:11][CH2:12][O:14][C:15]([CH3:20])([CH3:19])[C:16](=[O:18])[CH3:17]. Procedure details: A solution of N,N-diisopropylethylamine (131 ml) and chloromethyl methyl ether (57 ml) in dichloromethane (50 ml) was added under ice-cooling to a solution of 3-hydroxy-3-methyl-2-butanone (52.6 ml) in dichloromethane (450 ml) and the mixture was stirred at room temperature overnight. The reaction mixture was washed with an aqueous solution (250 ml×2) of 10% citric acid, a saturated aqueous solution (200 ml) of NaHCO3 and saturated brine (200 ml), and dried over MgSO4. The solvent was distilled ... The reactants are ClCCl, CCCCCCCCC=CCCCCCCCC(=O)O, C(=NC1CCCCC1)=NC1CCCCC1, Nc1ccccc1N. Yields the product CCCCCCCCC=CCCCCCCCC(=O)Nc1ccccc1N. Reaction SMILES: [CH2:44]([Cl:45])[Cl:46].[CH3:16][CH2:17][CH2:18][CH2:19][CH2:20][CH2:21][CH2:22][CH2:23][CH:24]=[CH:25][CH2:26][CH2:27][CH2:28][CH2:29][CH2:30][CH2:31][CH2:32][C:33]([OH:34])=[O:35].[CH:1]1([N:2]=[C:3]=[N:4][CH:5]2[CH2:6][CH2:7][CH2:8][CH2:9][CH2:10]2)[CH2:11][CH2:12][CH2:13][CH2:14][CH2:15]1.[c:36]1([NH2:43])[c:37]([NH2:42])[cH:38][cH:39][cH:40][cH:41]1>>[CH3:16][CH2:17][CH2:18][CH2:19][CH2:20][CH2:21][CH2:22][CH2:23][CH:24]=[CH:25][CH2:26][CH2:27][CH2:28][CH2:29][CH2:30][CH2:31][CH2:32][C:33](=[O:35])[NH:42][c:37]1[c:36]([NH2:43])[cH:41][cH:40][cH:39][cH:38]1. Reactants: ClCC(C(=NO)Cl)=O (3-chloro-N-hydroxy-2-oxopropanimidoyl chloride), C(=C)C1=C(C=CC=C1F)F (2-ethenyl-1,3-difluorobenzene), C([O-])(O)=O.[Na+] (sodium bicarbonate). The solvent is C(C)#N (acetonitrile). Run at time 12 hour. The product is ClCC(=O)C1=NOC(C1)C1=C(C=CC=C1F)F (2-chloro-1-[5-(2,6-difluorophenyl)-4,5-dihydroisoxazol-3-yl]ethanone). The yield is 74.2%. As a reaction SMILES: [Cl:1][CH2:2][C:3](=[O:8])[C:4](Cl)=[N:5][OH:6].[CH:9]([C:11]1[C:16]([F:17])=[CH:15][CH:14]=[CH:13][C:12]=1[F:18])=[CH2:10].C(=O)(O)[O-].[Na+]>C(#N)C>[Cl:1][CH2:2][C:3]([C:4]1[CH2:10][CH:9]([C:11]2[C:16]([F:17])=[CH:15][CH:14]=[CH:13][C:12]=2[F:18])[O:6][N:5]=1)=[O:8] |f:2.3|. Procedure: To a stirred solution of 3-chloro-N-hydroxy-2-oxopropanimidoyl chloride (0.89 g, 5.71 mmol) in acetonitrile (20 mL) was added 2-ethenyl-1,3-difluorobenzene (1.0 g, 7.14 mmol) and sodium bicarbonate (1.8 g, 2.14 mmol) at room temperature. The reaction mixture was stirred at room temperature for 12 h, concentrated in under reduced pressure and the resulting material was partitioned between ethyl acetate (50 mL) and water (50 mL). The organic layer was separated, washed with saturated aqueous sodiu... Starting materials: C1(C(CC(C(C1)C(=O)O)C(=O)O)C(=O)O)C(=O)O (1,2,4,5-cyclohexanetetracarboxylic acid), C(C)(=O)OC(C)=O (acetic anhydride), 5-L, dianhydride. The product is C1C2C(CC3C1C(=O)OC3=O)C(=O)OC2=O (1,2,4,5-cyclohexanetetracarboxylic dianhydride). The yield is 96.7%. As a reaction SMILES: [CH:1]1([C:16]([OH:18])=[O:17])[CH2:6][CH:5]([C:7]([OH:9])=O)[CH:4]([C:10]([OH:12])=[O:11])[CH2:3][CH:2]1[C:13]([OH:15])=O.C(OC(=O)C)(=O)C>>[CH2:6]1[CH:1]2[C:16]([O:18][C:13](=[O:15])[CH:2]2[CH2:3][CH:4]2[C:10]([O:11][C:7](=[O:9])[CH:5]12)=[O:12])=[O:17]. Procedure: Subsequently, 450 g of the obtained 1,2,4,5-cyclohexanetetracarboxylic acid and 4,000 g of acetic anhydride were charged into a 5-L glass separable flask equipped with a Dimroth condenser. The inner atmosphere of the reactor was replaced with nitrogen gas under stirring. The temperature was raised to the refluxing temperature of the solvent under a nitrogen gas atmosphere to allow the solvent to reflux for 10 min. After that, the temperature was decreased to room temperature under stirring to pr... Reactants: C(C)OC(=O)C=1C=NNC1N1N=C(NC1=O)C(NC1=CC=C(C=C1)C1=NOC(=N1)C)C1=C(C=C(C(=C1)OC)OC)F (5-(3-{(2-fluoro-4,5-dimethoxyphenyl)-[4-(5-methyl-[1,2,4]oxadiazol-3-yl)phenylamino]methyl}-5-oxo-4,5-dihydro-[1,2,4]triazol-1-yl)-1H-pyrazole-4-carboxylic acid ethyl ester), O (water), C(C)(=O)O (acetic acid). The reagents and catalysts are [Fe] (iron). Run in CO (methanol). Conditions: temperature 60 celsius, time 20 hour. Yields the product C(C)(=O)O.C(C)OC(=O)C=1C=NNC1N1N=C(NC1=O)C(C1=C(C=C(C(=C1)OC)OC)F)NC1=CC=C(C=C1)C(N)=N (5-{3-[(4-carbamimidoylphenylamino)-(2-fluoro-4,5-dimethoxyphenyl)methyl]-5-oxo-4,5-dihydro-[1,2,4]triazol-1-yl}-1H-pyrazole-4-carboxylic acid ethyl ester acetate). Isolated yield 115.6%. As a reaction SMILES: [CH2:1]([O:3][C:4]([C:6]1[CH:7]=[N:8][NH:9][C:10]=1[N:11]1[C:15](=[O:16])[NH:14][C:13]([CH:17]([C:31]2[CH:36]=[C:35]([O:37][CH3:38])[C:34]([O:39][CH3:40])=[CH:33][C:32]=2[F:41])[NH:18][C:19]2[CH:24]=[CH:23][C:22]([C:25]3[N:29]=C(C)O[N:26]=3)=[CH:21][CH:20]=2)=[N:12]1)=[O:5])[CH3:2].O.C(O)(=O)C>CO.[Fe]>[C:4]([OH:5])(=[O:3])[CH3:6].[CH2:1]([O:3][C:4]([C:6]1[CH:7]=[N:8][NH:9][C:10]=1[N:11]1[C:15](=[O:16])[NH:14][C:13]([CH:17]([NH:18][C:19]2[CH:20]=[CH:21][C:22]([C:25](=[NH:26])[NH2:29])=[CH:23][CH:24]=2)[C:31]2[CH:36]=[C:35]([O:37][CH3:38])[C:34]([O:39][CH3:40])=[CH:33][C:32]=2[F:41])=[N:12]1)=[O:5])[CH3:2] |f:5.6|. Procedure details: To a solution of 0.152 g of 5-(3-{(2-fluoro-4,5-dimethoxyphenyl)-[4-(5-methyl-[1,2,4]oxadiazol-3-yl)phenylamino]methyl}-5-oxo-4,5-dihydro-[1,2,4]triazol-1-yl)-1H-pyrazole-4-carboxylic acid ethyl ester in 15 ml of a methanol:water:acetic acid=1:1:1 mixed solvent there was added 0.150 g of iron powder, and the mixture was heated and stirred at 60° C. for 20 hours. After filtering the reaction mixture, it was purified by reverse-phase high performance liquid chromatography (acetonitrile-water, 0.1%...